Dataset: the Open Reaction Database (ORD), a public repository of structured organic reaction records. Task: describe an organic reaction: reactants, conditions, products, and yield Reactants: C[Si](C)(C)[N-][Si](C)(C)C, [Cl-], COc1cnc(F)c(-c2nc(C)nc(N)n2)c1, CN(C)S(=O)(=O)Nc1cc(N)cnc1Cl, [NH4+], [Na+], CN(C)C=O. Product: COc1cnc(Nc2cnc(Cl)c(NS(=O)(=O)N(C)C)c2)c(-c2nc(C)nc(N)n2)c1. Reaction SMILES: [CH3:34][Si:35]([N-:36][Si:37]([CH3:38])([CH3:39])[CH3:40])([CH3:41])[CH3:42].[Cl-:43].[F:16][c:17]1[n:18][cH:19][c:20]([O:31][CH3:32])[cH:21][c:22]1-[c:23]1[n:24][c:25]([NH2:30])[n:26][c:27]([CH3:29])[n:28]1.[NH2:1][c:2]1[cH:3][c:4]([NH:9][S:10](=[O:11])(=[O:12])[N:13]([CH3:14])[CH3:15])[c:5]([Cl:8])[n:6][cH:7]1.[NH4+:44].[Na+:33].[O:45]=[CH:46][N:47]([CH3:48])[CH3:49]>>[NH:1]([c:2]1[cH:3][c:4]([NH:9][S:10](=[O:11])(=[O:12])[N:13]([CH3:14])[CH3:15])[c:5]([Cl:8])[n:6][cH:7]1)[c:17]1[n:18][cH:19][c:20]([O:31][CH3:32])[cH:21][c:22]1-[c:23]1[n:24][c:25]([NH2:30])[n:26][c:27]([CH3:29])[n:28]1. Starting materials: CC(C)(C)OC(=O)N1CC(O)CC1CCOc1ccc(F)cc1CCc1ccc(F)c(F)c1, Cl, C1COCCO1. The product is Cl, OC1CNC(CCOc2ccc(F)cc2CCc2ccc(F)c(F)c2)C1. RXN SMILES: [C:1]([O:2][C:3](=[O:4])[N:8]1[CH:9]([CH2:14][CH2:15][O:16][c:17]2[c:18]([CH2:24][CH2:25][c:26]3[cH:27][c:28]([F:33])[c:29]([F:32])[cH:30][cH:31]3)[cH:19][c:20]([F:23])[cH:21][cH:22]2)[CH2:10][CH:11]([OH:13])[CH2:12]1)([CH3:5])([CH3:6])[CH3:7].[ClH:34].[O:35]1[CH2:36][CH2:37][O:38][CH2:39][CH2:40]1>>[ClH:34].[NH:8]1[CH:9]([CH2:14][CH2:15][O:16][c:17]2[c:18]([CH2:24][CH2:25][c:26]3[cH:27][c:28]([F:33])[c:29]([F:32])[cH:30][cH:31]3)[cH:19][c:20]([F:23])[cH:21][cH:22]2)[CH2:10][CH:11]([OH:13])[CH2:12]1.